Dataset: the Open Reaction Database (ORD), a public repository of structured organic reaction records. Task: describe an organic reaction: reactants, conditions, products, and yield Reactants: CO, CCC1C(=O)N(C)c2cnc(-c3ccnc(F)c3)nc2N1C1CCCC1, [Na+], [OH-]. The product is CCC1C(=O)N(C)c2cnc(-c3ccnc(OC)c3)nc2N1C1CCCC1. RXN SMILES: [CH3:29][OH:30].[CH:1]1([N:6]2[CH:7]([CH2:25][CH3:26])[C:8](=[O:24])[N:9]([CH3:23])[c:10]3[cH:11][n:12][c:13](-[c:16]4[cH:17][c:18]([F:22])[n:19][cH:20][cH:21]4)[n:14][c:15]32)[CH2:2][CH2:3][CH2:4][CH2:5]1.[Na+:28].[OH-:27]>>[CH:1]1([N:6]2[CH:7]([CH2:25][CH3:26])[C:8](=[O:24])[N:9]([CH3:23])[c:10]3[cH:11][n:12][c:13](-[c:16]4[cH:17][c:18]([O:27][CH3:29])[n:19][cH:20][cH:21]4)[n:14][c:15]32)[CH2:2][CH2:3][CH2:4][CH2:5]1. Reactants: ClC1=CC=C2C(=N1)NC(=N2)C=2SC1=C(N2)C(=CC=C1N1CCOCC1)OC (5-Chloro-2-(4-methoxy-7-morpholin-4-yl-benzothiazol-2-yl)-3H-imidazo[4,5-b]pyridine), CNC (dimethylamine). Reaction conditions: temperature 200 celsius. The product is COC1=CC=C(C2=C1N=C(S2)C2=NC=1C(=NC(=CC1)N(C)C)N2)N2CCOCC2 ([2-(4-Methoxy-7-morpholin-4-yl-benzothiazol-2-yl)-3H-imidazo[4,5-b]pyridin-5-yl]-dimethyl-amine). Yield: 29.0%. As a reaction SMILES: Cl[C:2]1[N:7]=[C:6]2[NH:8][C:9]([C:11]3[S:12][C:13]4[C:19]([N:20]5[CH2:25][CH2:24][O:23][CH2:22][CH2:21]5)=[CH:18][CH:17]=[C:16]([O:26][CH3:27])[C:14]=4[N:15]=3)=[N:10][C:5]2=[CH:4][CH:3]=1.[CH3:28][NH:29][CH3:30]>>[CH3:27][O:26][C:16]1[C:14]2[N:15]=[C:11]([C:9]3[NH:8][C:6]4=[N:7][C:2]([N:29]([CH3:30])[CH3:28])=[CH:3][CH:4]=[C:5]4[N:10]=3)[S:12][C:13]=2[C:19]([N:20]2[CH2:25][CH2:24][O:23][CH2:22][CH2:21]2)=[CH:18][CH:17]=1. Reported procedure: 0.03 g 5-Chloro-2-(4-methoxy-7-morpholin-4-yl-benzothiazol-2-yl)-3H-imidazo[4,5-b]pyridine (0.07 mmol) was dissolved in dimethylamine (5 ml) in an autoclave and heated to 200° C. for 16 h. The residue was triturated in water whereupon a precipitate formed, which was isolated and dried in vacuo. 0.08 g [2-(4-Methoxy-7-morpholin-4-yl-benzothiazol-2-yl)-3H-imidazo[4,5-b]pyridin-5-yl]-dimethyl-amine (29%) were obtained as a brown solid; M.p.: 120–130° C. Reactants: NS(=O)(=O)c1cccc(Br)c1, CC(C)(C)OC(=O)n1cccc1B(O)O, O=C([O-])[O-], COCCOC, [Na+], [Na+], c1ccc(P(c2ccccc2)(c2ccccc2)[Pd](P(c2ccccc2)(c2ccccc2)c2ccccc2)(P(c2ccccc2)(c2ccccc2)c2ccccc2)P(c2ccccc2)(c2ccccc2)c2ccccc2)cc1. Product: CC(C)(C)OC(=O)n1cccc1-c1cccc(S(N)(=O)=O)c1. RXN SMILES: [Br:16][c:17]1[cH:18][c:19]([S:23](=[O:24])(=[O:25])[NH2:26])[cH:20][cH:21][cH:22]1.[C:1]([CH3:2])([CH3:3])([CH3:4])[O:5][C:6](=[O:7])[n:8]1[c:9]([B:13]([OH:14])[OH:15])[cH:10][cH:11][cH:12]1.[C:33](=[O:34])([O-:35])[O-:36].[CH3:27][O:28][CH2:29][CH2:30][O:31][CH3:32].[Na+:37].[Na+:38].[cH:39]1[cH:40][cH:41][c:42]([P:43]([Pd:44]([P:45]([c:46]2[cH:47][cH:48][cH:49][cH:50][cH:51]2)([c:52]2[cH:53][cH:54][cH:55][cH:56][cH:57]2)[c:58]2[cH:59][cH:60][cH:61][cH:62][cH:63]2)([P:64]([c:65]2[cH:66][cH:67][cH:68][cH:69][cH:70]2)([c:71]2[cH:72][cH:73][cH:74][cH:75][cH:76]2)[c:77]2[cH:78][cH:79][cH:80][cH:81][cH:82]2)[P:83]([c:84]2[cH:85][cH:86][cH:87][cH:88][cH:89]2)([c:90]2[cH:91][cH:92][cH:93][cH:94][cH:95]2)[c:96]2[cH:97][cH:98][cH:99][cH:100][cH:101]2)([c:102]2[cH:103][cH:104][cH:105][cH:106][cH:107]2)[c:108]2[cH:109][cH:110][cH:111][cH:112][cH:113]2)[cH:114][cH:115]1>>[C:1]([CH3:2])([CH3:3])([CH3:4])[O:5][C:6](=[O:7])[n:8]1[c:9](-[c:17]2[cH:18][c:19]([S:23](=[O:24])(=[O:25])[NH2:26])[cH:20][cH:21][cH:22]2)[cH:10][cH:11][cH:12]1. Starting materials: CC(=O)OC1CCC2C3C(CCCCCO)CC4=CC(=O)CCC4C3CCC12C, CC(=O)OC(C)=O, CCOC(C)=O, c1ccncc1. Yields the product CC(=O)OCCCCCC1CC2=CC(=O)CCC2C2CCC3(C)C(OC(C)=O)CCC3C12. Reaction SMILES: [C:1]([CH3:2])(=[O:3])[O:4][CH:5]1[C:6]2([CH3:7])[CH:8]([CH2:9][CH2:10]1)[CH:11]1[CH:12]([CH2:24][CH2:25][CH2:26][CH2:27][CH2:28][OH:29])[CH2:13][C:14]3=[CH:15][C:16](=[O:23])[CH2:17][CH2:18][CH:19]3[CH:20]1[CH2:21][CH2:22]2.[CH3:30][C:31](=[O:32])[O:33][C:34](=[O:35])[CH3:36].[CH3:43][CH2:44][O:45][C:46](=[O:47])[CH3:48].[cH:37]1[cH:38][cH:39][n:40][cH:41][cH:42]1>>[C:1]([CH3:2])(=[O:3])[O:4][CH:5]1[C:6]2([CH3:7])[CH:8]([CH2:9][CH2:10]1)[CH:11]1[CH:12]([CH2:24][CH2:25][CH2:26][CH2:27][CH2:28][O:29][C:31]([CH3:30])=[O:32])[CH2:13][C:14]3=[CH:15][C:16](=[O:23])[CH2:17][CH2:18][CH:19]3[CH:20]1[CH2:21][CH2:22]2. Reactants: N1CCNCC1 (Piperazine), ClC=1N(C2=NC(=NC(=C2N1)N1CCOCC1)C=1C=NC(=NC1)N)CC(C)C (5-(8-chloro-9-isobutyl-6-morpholin-4-yl-9H-purin-2-yl)pyrimidin-2-amine). Run in CN1C(CCC1)=O (N-methylpyrrolidone). Run at temperature 130 celsius, time 4 hour. Product: C(C(C)C)N1C2=NC(=NC(=C2N=C1N1CCNCC1)N1CCOCC1)C=1C=NC(=NC1)N (5-(9-Isobutyl-6-morpholin-4-yl-8-piperazin-1-yl-9H-purin-2-yl)pyrimidin-2-amine). As a reaction SMILES: [NH:1]1[CH2:6][CH2:5][NH:4][CH2:3][CH2:2]1.Cl[C:8]1[N:9]([CH2:30][CH:31]([CH3:33])[CH3:32])[C:10]2[C:15]([N:16]=1)=[C:14]([N:17]1[CH2:22][CH2:21][O:20][CH2:19][CH2:18]1)[N:13]=[C:12]([C:23]1[CH:24]=[N:25][C:26]([NH2:29])=[N:27][CH:28]=1)[N:11]=2>CN1CCCC1=O>[CH2:30]([N:9]1[C:8]([N:1]2[CH2:6][CH2:5][NH:4][CH2:3][CH2:2]2)=[N:16][C:15]2[C:10]1=[N:11][C:12]([C:23]1[CH:28]=[N:27][C:26]([NH2:29])=[N:25][CH:24]=1)=[N:13][C:14]=2[N:17]1[CH2:22][CH2:21][O:20][CH2:19][CH2:18]1)[CH:31]([CH3:33])[CH3:32]. Procedure details: Piperazine (2.0 g, 23 mmol) and N-methylpyrrolidone (10 ml) were added to 5-(8-chloro-9-isobutyl-6-morpholin-4-yl-9H-purin-2-yl)pyrimidin-2-amine (1.0 g, 2.6 mmol) and the resulting mixture was stirred at 130° C. for 4 hours. The reaction mixture was cooled and partitioned with methylene chloride and water, the organic layer was dried over magnesium sulfate, and the solvent was concentrated under reduced pressure. This compound (10 ml in liquid) was stored with N-methylpyrrolidone remaining and ... RXN SMILES: [C:1]12([CH2:11][CH2:12][C:13]3[NH:17][C:16]([CH:18]4[CH2:23][CH2:22][CH2:21][CH2:20][CH2:19]4)=[N:15][C:14]=3[C:24](O)=[O:25])[CH2:10][CH:5]3[CH2:6][CH:7]([CH2:9][CH:3]([CH2:4]3)[CH2:2]1)[CH2:8]2.C[O:28][C:29](=[O:39])[CH:30]=[CH:31][C:32]1[CH:37]=[CH:36][CH:35]=[C:34]([NH2:38])[CH:33]=1>>[C:1]12([CH2:11][CH2:12][C:13]3[NH:17][C:16]([CH:18]4[CH2:19][CH2:20][CH2:21][CH2:22][CH2:23]4)=[N:15][C:14]=3[C:24]([NH:38][C:34]3[CH:33]=[C:32](/[CH:31]=[CH:30]/[C:29]([OH:28])=[O:39])[CH:37]=[CH:36][CH:35]=3)=[O:25])[CH2:10][CH:5]3[CH2:6][CH:7]([CH2:9][CH:3]([CH2:4]3)[CH2:2]1)[CH2:8]2. Procedure: 5-(2-Adamantan-1-yl-ethyl)-2-cyclohexyl-1H-imidazole-4-carboxylic acid (Example 252) was reacted with 3-(3-amino-phenyl)-acrylic acid methyl ester (prepared in two steps from 3-nitro-benzaldehyde) according to the procedure of Example 20, step d. The methyl ester was hydrolysed using the same procedure as in Example 36, step d to afford the title compound. 1H NMR (300 MHz, d6-DMSO) 12.00 (1H, br s), 9.55 (1H, br s), 8.00 (1H, s), 7.86 (1H, m), 7.57 (1H, d), 7.36 (2H, m), 6.50 (1H, d), 2.89 (2H, ... Yields the product C12(CC3CC(CC(C1)C3)C2)CCC2=C(N=C(N2)C2CCCCC2)C(=O)NC=2C=C(C=CC2)/C=C/C(=O)O (trans-3-(3-{[5-(2-Adamantan-1-yl-ethyl)-2-cyclohexyl-1H-imidazole-4-carbonyl]-amino}-phenyl)-acrylic Acid). Starting materials: C12(CC3CC(CC(C1)C3)C2)CCC2=C(N=C(N2)C2CCCCC2)C(=O)O (5-(2-Adamantan-1-yl-ethyl)-2-cyclohexyl-1H-imidazole-4-carboxylic acid), COC(C=CC1=CC(=CC=C1)N)=O (3-(3-amino-phenyl)-acrylic acid methyl ester), methyl ester. The reactants are solution, [H-].[Al+3].[Li+].[H-].[H-].[H-] (lithium aluminum hydride), [OH-].[K+] (potassium hydroxide), O (water), O (water), FC([C@@](C#N)(C)N[C@@H](CO)C1=CC=CC=C1)(F)F ((S)-3,3,3-trifluoro-2-((R)-2-hydroxy-1-phenylethylamino)-2-methylpropionitrile). The solvent is O1CCCC1 (tetrahydrofuran), O1CCCC1 (tetrahydrofuran). Reaction conditions: time 8 hour. Yields the product NC[C@](C(F)(F)F)(C)N[C@@H](CO)C1=CC=CC=C1 ((R)-2-((S)-1-aminomethyl-2,2,2-trifluoro-1-methylethylamino)-2-phenylethanol). Isolated yield 61.5%. As a reaction SMILES: [H-].[Al+3].[Li+].[H-].[H-].[H-].[F:7][C:8]([F:24])([F:23])[C@:9]([NH:13][C@H:14]([C:17]1[CH:22]=[CH:21][CH:20]=[CH:19][CH:18]=1)[CH2:15][OH:16])([CH3:12])[C:10]#[N:11].O.[OH-].[K+]>O1CCCC1>[NH2:11][CH2:10][C@@:9]([NH:13][C@H:14]([C:17]1[CH:18]=[CH:19][CH:20]=[CH:21][CH:22]=1)[CH2:15][OH:16])([CH3:12])[C:8]([F:23])([F:24])[F:7] |f:0.1.2.3.4.5,8.9|. Procedure details: 65.10 mL (65.10 mmol) of a 1 M solution of lithium aluminum hydride in tetrahydrofuran are added to a solution, cooled to 2° C., of 16.80 g (65.10 mmol) of (S)-3,3,3-trifluoro-2-((R)-2-hydroxy-1-phenylethylamino)-2-methylpropionitrile in 50 mL of anhydrous tetrahydrofuran in a three-necked flask under argon. At the end of the addition, the reaction mixture is allowed to warm to room temperature and is then stirred overnight. The mixture obtained is cooled to 0° C., followed by very slow dropwise... Conditions: time 1 hour. Reactants: [I-].[K+] (potassium iodide), COC(C1=CC=CC=C1C1OOCC1N)=O (5-amino-2,3-dioxolanebenzoic acid methyl ester), N(=O)[O-].[Na+] (sodium nitrite). Product: COC(C1=CC=CC=C1C1OOCC1I)=O (5-iodo-2,3-dioxolanebenzoic acid methyl ester). Procedure details: A solution of 5-amino-2,3-dioxolanebenzoic acid methyl ester (0.5 g 2.5 mmol) (Chemische Berichte 1971, 104(8), 2347) in H2SO4 (0.5 ml in 9.5 ml) at 0° C. is treated with a solution of sodium nitrite (0.21 ml, 3.1 mmol) in water (1 ml), stirred for 1 hour, treated with a solution of potassium iodide (1.24 g, 7.5 mmol) in water (2 ml), and stirred at 80° C. for 10 min. The reaction mixture is quenched with water and extracted with dichloromethane (20 ml). Organic layer is separated and washed wit... RXN SMILES: [CH3:1][O:2][C:3](=[O:16])[C:4]1[C:9]([CH:10]2[CH:14](N)[CH2:13][O:12][O:11]2)=[CH:8][CH:7]=[CH:6][CH:5]=1.N([O-])=O.[Na+].[I-:21].[K+]>OS(O)(=O)=O.O>[CH3:1][O:2][C:3](=[O:16])[C:4]1[C:9]([CH:10]2[CH:14]([I:21])[CH2:13][O:12][O:11]2)=[CH:8][CH:7]=[CH:6][CH:5]=1 |f:1.2,3.4|. The solvent is O (water), OS(=O)(=O)O (H2SO4), O (water). Starting materials: Cl (hydrochloric acid), S1(=O)(=O)CC=CC1.C(C)(=O)OC1=CC=C(C=C)C=C1 (butadiene sulfone 4-acetoxy styrene), CO (methanol). The product is S1(=O)(=O)CC=CC1.C(C)OCCOC1=CC=C(C=C)C=C1.OC1=CC=C(C=C)C=C1 (butadiene sulfone 4-ethoxyethoxy styrene 4-hydroxy styrene). Yield: 95.0%. RXN SMILES: Cl.[S:2]1([CH2:8][CH:7]=[CH:6][CH2:5]1)(=[O:4])=[O:3].[C:9]([O:12][C:13]1[CH:20]=[CH:19][C:16]([CH:17]=[CH2:18])=[CH:15][CH:14]=1)(=O)[CH3:10].[CH3:21][OH:22]>>[S:2]1([CH2:8][CH:7]=[CH:6][CH2:5]1)(=[O:4])=[O:3].[CH2:21]([O:22][CH2:10][CH2:9][O:12][C:13]1[CH:20]=[CH:19][C:16]([CH:17]=[CH2:18])=[CH:15][CH:14]=1)[CH3:5].[OH:12][C:13]1[CH:20]=[CH:19][C:16]([CH:17]=[CH2:18])=[CH:15][CH:14]=1 |f:1.2,4.5.6|. Procedure: To mixture solution which is 20 mL of methanol and 30 mL of 1N hydrochloric acid was added poly(butadiene sulfone/4-acetoxy styrene) obtained from Stage 1(0.05 mole). And the resulting solution was reacted at about 50° C. for about 10 hours, thereby obtaining the entitled compound (yield: 95%). Starting materials: BrCCCBr, O=C([O-])[O-], CN(C)C=O, [K+], [K+], O, O=C1CCc2cc(O)ccc2N1. The product is O=C1CCc2cc(OCCCBr)ccc2N1. Reaction SMILES: [Br:19][CH2:20][CH2:21][CH2:22][Br:23].[C:13](=[O:14])([O-:15])[O-:16].[CH3:24][N:25]([CH3:26])[CH:27]=[O:28].[K+:17].[K+:18].[OH2:29].[OH:1][c:2]1[cH:3][c:4]2[c:9]([cH:10][cH:11]1)[NH:8][C:7](=[O:12])[CH2:6][CH2:5]2>>[O:1]([c:2]1[cH:3][c:4]2[c:9]([cH:10][cH:11]1)[NH:8][C:7](=[O:12])[CH2:6][CH2:5]2)[CH2:22][CH2:21][CH2:20][Br:19].